This data is from the Open Reaction Database (ORD), a public repository of structured organic reaction records. The task is: describe an organic reaction: reactants, conditions, products, and yield Starting materials: CC(C)(C)[Si](C)(C)Cl, ClCCl, CCOCC, CC(C)(C)[Si](C)(C)OC1CC2=NOCC2C(O)C1O, c1c[nH]cn1. Product: CC(C)(C)[Si](C)(C)OC1CC2=NOCC2C(O[Si](C)(C)C(C)(C)C)C1O. As a reaction SMILES: [C:25]([CH3:26])([CH3:27])([CH3:28])[Si:29]([CH3:30])([CH3:31])[Cl:32].[CH2:33]([Cl:34])[Cl:35].[CH3:36][CH2:37][O:38][CH2:39][CH3:40].[OH:1][CH:2]1[CH:3]([OH:19])[CH:4]([O:11][Si:12]([CH3:13])([CH3:14])[C:15]([CH3:16])([CH3:17])[CH3:18])[CH2:5][C:6]2=[N:10][O:9][CH2:8][CH:7]12.[nH:20]1[cH:21][cH:22][n:23][cH:24]1>>[O:1]([CH:2]1[CH:3]([OH:19])[CH:4]([O:11][Si:12]([CH3:13])([CH3:14])[C:15]([CH3:16])([CH3:17])[CH3:18])[CH2:5][C:6]2=[N:10][O:9][CH2:8][CH:7]12)[Si:29]([C:25]([CH3:26])([CH3:27])[CH3:28])([CH3:30])[CH3:31]. Starting materials: E9, FC=1C=C(C=CC1OC=1C=NC(=NC1)C(F)(F)F)CO ((3-fluoro-4-((2-(trifluoromethyl)pyrimidin-5-yl)oxy)phenyl)methanol), ClC=1C=C2N(C(N1)=O)CC(N2C)(C)C (7-chloro-1,2,2-trimethyl-2,3-dihydroimidazo[1,2-c]pyrimidin-5(1H)-one). The product is FC=1C=C(COC=2C=C3N(C(N2)=O)CC(N3C)(C)C)C=CC1OC=1C=NC(=NC1)C(F)(F)F (7-((3-fluoro-4-((2-(trifluoromethyl)pyrimidin-5-yl)oxy)benzyl)oxy)-1,2,2-trimethyl-2,3-dihydroimidazo[1,2-c]pyrimidin-5(1H)-one). RXN SMILES: [F:1][C:2]1[CH:3]=[C:4]([CH2:19][OH:20])[CH:5]=[CH:6][C:7]=1[O:8][C:9]1[CH:10]=[N:11][C:12]([C:15]([F:18])([F:17])[F:16])=[N:13][CH:14]=1.Cl[C:22]1[CH:23]=[C:24]2[N:31]([CH3:32])[C:30]([CH3:34])([CH3:33])[CH2:29][N:25]2[C:26](=[O:28])[N:27]=1>>[F:1][C:2]1[CH:3]=[C:4]([CH:5]=[CH:6][C:7]=1[O:8][C:9]1[CH:14]=[N:13][C:12]([C:15]([F:17])([F:18])[F:16])=[N:11][CH:10]=1)[CH2:19][O:20][C:22]1[CH:23]=[C:24]2[N:31]([CH3:32])[C:30]([CH3:34])([CH3:33])[CH2:29][N:25]2[C:26](=[O:28])[N:27]=1. Reported procedure: The title compound was prepared by a procedure similar to that described for E9 starting from (3-fluoro-4-((2-(trifluoromethyl)pyrimidin-5-yl)oxy)phenyl)methanol and 7-chloro-1,2,2-trimethyl-2,3-dihydroimidazo[1,2-c]pyrimidin-5(1H)-one. Starting materials: Cc1cccc(C)c1N=C=O, CN1CCCC1=N, Cl, [Na+], [OH-], O, c1ccccc1. Product: Cc1cccc(C)c1NC(=O)N=C1CCCN1C. As a reaction SMILES: [CH3:12][c:13]1[c:14]([N:20]=[C:21]=[O:22])[c:15]([CH3:19])[cH:16][cH:17][cH:18]1.[CH3:2][N:3]1[C:4](=[NH:8])[CH2:5][CH2:6][CH2:7]1.[ClH:1].[Na+:11].[OH-:10].[OH2:9].[cH:23]1[cH:24][cH:25][cH:26][cH:27][cH:28]1>>[CH3:2][N:3]1[C:4](=[N:8][C:21]([NH:20][c:14]2[c:13]([CH3:12])[cH:18][cH:17][cH:16][c:15]2[CH3:19])=[O:22])[CH2:5][CH2:6][CH2:7]1. The reactants are O([Si](C)(C)C(C)(C)C)[C@@H]1[C@]2(C)[C@@H](CC1)[C@@H]1CC(C=3C=C(C=CC3[C@H]1CC2)OC)O (17β-(t-Butyldimethylsiloxy)-3-methoxyestra-1,3,5(10)-trien-6-ol), 4A, powder. Reagents/catalysts: [O-2].[O-2].[Mn+4] (Manganese dioxide). Solvent: ClCCl (dichloromethane). Run at time 1 hour. The product is O([Si](C)(C)C(C)(C)C)[C@@H]1[C@]2(C)[C@@H](CC1)[C@@H]1CC(C=3C=C(C=CC3[C@H]1CC2)OC)=O (17β-(t-butyldimethylsiloxy)-3-methoxyestra-1,3,5(10)-trien-6-one). The yield is 79.4%. RXN SMILES: [O:1]([C@H:9]1[CH2:14][CH2:13][C@H:12]2[C@H:15]3[C@H:24]([CH2:25][CH2:26][C@:10]12[CH3:11])[C:23]1[CH:22]=[CH:21][C:20]([O:27][CH3:28])=[CH:19][C:18]=1[CH:17]([OH:29])[CH2:16]3)[Si:2]([C:5]([CH3:8])([CH3:7])[CH3:6])([CH3:4])[CH3:3]>ClCCl.[O-2].[O-2].[Mn+4]>[O:1]([C@H:9]1[CH2:14][CH2:13][C@H:12]2[C@H:15]3[C@H:24]([CH2:25][CH2:26][C@:10]12[CH3:11])[C:23]1[CH:22]=[CH:21][C:20]([O:27][CH3:28])=[CH:19][C:18]=1[C:17](=[O:29])[CH2:16]3)[Si:2]([C:5]([CH3:8])([CH3:7])[CH3:6])([CH3:4])[CH3:3] |f:2.3.4|. Procedure details: 17β-(t-Butyldimethylsiloxy)-3-methoxyestra-1,3,5(10)-trien-6-ol (14.4 g, 34.5 mmol) was dissolved in dichloromethane (250 ml). Manganese dioxide (29 g) and molecular sieves 4A powder (7.2 g) were added to the resulting solution followed by stirring for 1 hour at room temperature. The reaction mixture was filtered through cellite and the filtrate was concentrated under reduced pressure. The residue was recrystallized from hexane to give 17β-(t-butyldimethylsiloxy)-3-methoxyestra-1,3,5(10)-trien-6... The reactants are ClCC(=O)NC1NCCN2C1=C(C=1C=C(C=CC21)Cl)C2=CC=CC=C2 (2-chloroacetamido-8-chloro-10-phenyl-1,2,3,4-tetrahydropyrazino[1,2-a]indole), C(C)NCC (diethylamine), [I-].[Na+] (sodium iodide), C(C)O (ethanol). Product: ClC1=CC=2C(=C3N(C2C=C1)CCN(C3)C(CN(CC)CC)=O)C3=CC=CC=C3 (8-Chloro-2-(diethylaminoacetyl)-1,2,3,4-tetrahydro-10-phenylpyrazino[1,2-a]indole). Yield: 70.9%. RXN SMILES: Cl[CH2:2][C:3]([NH:5][CH:6]1[C:11]2=[C:12]([C:20]3[CH:25]=[CH:24][CH:23]=[CH:22][CH:21]=3)[C:13]3[CH:14]=[C:15]([Cl:19])[CH:16]=[CH:17][C:18]=3[N:10]2[CH2:9]CN1)=[O:4].[CH2:26]([NH:28][CH2:29][CH3:30])[CH3:27].[I-].[Na+].[CH2:33](O)C>>[Cl:19][C:15]1[CH:16]=[CH:17][C:18]2[N:10]3[CH2:9][CH2:33][N:5]([C:3](=[O:4])[CH2:2][N:28]([CH2:29][CH3:30])[CH2:26][CH3:27])[CH2:6][C:11]3=[C:12]([C:20]3[CH:25]=[CH:24][CH:23]=[CH:22][CH:21]=3)[C:13]=2[CH:14]=1 |f:2.3|. Reported procedure: A mixture of 2-chloroacetamido-8-chloro-10-phenyl-1,2,3,4-tetrahydropyrazino[1,2-a]indole (6.80 g, 0.0189 mole), diethylamine (3.46 g, 0.0473 mole) and sodium iodide (2.85 g, 0.019 mole) in ethanol (250 ml) is refluxed for 10 hours, then cooled to room temperature. The solid is removed by filtration and the filtrate is concentrated. The residue is taken up in dichloromethane (350 ml) and extracted with 10% hydrochloric acid (300 ml) in 4 portions. The dichloromethane solution is concentrated to ... The reactants are ClCC(=O)C1=C(C=C(C=C1)Cl)Cl (2-chloro-1-(2,4-dichlorophenyl)-ethan-1-one), C(=O)OCC (ethyl formate). The product is ClC(C(=O)C1=C(C=C(C=C1)Cl)Cl)=CO (2-Chloro-1-(2,4-dichlorophenyl)-3-hydroxy-2-propen-1-one). RXN SMILES: [Cl:1][CH2:2][C:3]([C:5]1[CH:10]=[CH:9][C:8]([Cl:11])=[CH:7][C:6]=1[Cl:12])=[O:4].[CH:13](OCC)=[O:14]>>[Cl:1][C:2](=[CH:13][OH:14])[C:3]([C:5]1[CH:10]=[CH:9][C:8]([Cl:11])=[CH:7][C:6]=1[Cl:12])=[O:4]. Procedure: The above starting material is prepared according to the literature method of Example 1A by reacting 2-chloro-1-(2,4-dichlorophenyl)-ethan-1-one with ethyl formate, m.p. 162°. The reactants are C(C1=CC=CC=C1)OC1=CC(NC=C1)=O (4-(benzyloxy)pyridin-2(1H)-one), BrC=1SC(=C(N1)C)C(=O)NCC=1C=NC=CC1 (2-bromo-4-methyl-N-(pyridin-3-ylmethyl)thiazole-5-carboxamide). Product: C(C1=CC=CC=C1)OC1=CC(N(C=C1)C=1SC(=C(N1)C)C(=O)NCC=1C=NC=CC1)=O (2-(4-(Benzyloxy)-2-oxopyridin-1(2H)-yl)-4-methyl-N-(pyridin-3-ylmethyl)thiazole-5-carboxamide). Yield: 47.0%. RXN SMILES: [CH2:1]([O:8][C:9]1[CH:14]=[CH:13][NH:12][C:11](=[O:15])[CH:10]=1)[C:2]1[CH:7]=[CH:6][CH:5]=[CH:4][CH:3]=1.Br[C:17]1[S:18][C:19]([C:23]([NH:25][CH2:26][C:27]2[CH:28]=[N:29][CH:30]=[CH:31][CH:32]=2)=[O:24])=[C:20]([CH3:22])[N:21]=1>>[CH2:1]([O:8][C:9]1[CH:14]=[CH:13][N:12]([C:17]2[S:18][C:19]([C:23]([NH:25][CH2:26][C:27]3[CH:28]=[N:29][CH:30]=[CH:31][CH:32]=3)=[O:24])=[C:20]([CH3:22])[N:21]=2)[C:11](=[O:15])[CH:10]=1)[C:2]1[CH:3]=[CH:4][CH:5]=[CH:6][CH:7]=1. Reported procedure: Following the procedure as described in Example 3, making variations only as required to use 4-(benzyloxy)pyridin-2(1H)-one in place of 4-aminopyridin-2(1H)-one to react with 2-bromo-4-methyl-N-(pyridin-3-ylmethyl)thiazole-5-carboxamide in place of N-benzyl-2-bromo-4-methylthiazole-5-carboxamide, the title compound was obtained as a colorless solid in 47% yield: mp 208-209° C.; 1H-NMR (300 MHz, DMSO-d6) δ 8.86 (br s, 1H), 8.68-8.60 (m, 1H), 7.81-7.72 (m, 1H), 7.51-7.33 (m, 7H), 6.35-6.48 (m, 1H)... Starting materials: BrC1OC(C2=CC(=C(C=C12)Cl)Cl)=O (3-bromo-5,6-dichloro-3H-isobenzofuran-1-one), O1CCOCC1 (dioxane). Solvent: Cl (HCl). Yields the product ClC1=CC(=C(C(=O)O)C=C1Cl)C=O (4,5-Dichloro-2-formyl-benzoic acid). Yield: 73.0%. RXN SMILES: Br[CH:2]1[C:10]2[C:5](=[CH:6][C:7]([Cl:12])=[C:8]([Cl:11])[CH:9]=2)[C:4](=[O:13])[O:3]1.[O:14]1CCOCC1>Cl>[Cl:11][C:8]1[C:7]([Cl:12])=[CH:6][C:5]([C:4]([OH:3])=[O:13])=[C:10]([CH:2]=[O:14])[CH:9]=1. Procedure: A suspension of 3-bromo-5,6-dichloro-3H-isobenzofuran-1-one (2.0 g) in 5% aqueous HCl (10 mL) and 80% aqueous dioxane (25 mL) were heated to reflux for 2 hours. The solvent was removed and the resulting residue re-dissolved in ethyl acetate, dried (magnesium sulfate) and concentrated. The resultant yellow solid was recrystallized from DCM/hexane to give the sub-title compound as a white solid (1.13 g, 73%); 1H NMR (400 MHz, CDCl3) δ 6.66 (0.84H, s), 7.95 (0.16H, s), 8.05 (0.84H), 8.12 (0.16H, s)... Reaction SMILES: C([NH:9][C:10]([NH:12][C:13]1[CH:18]=[CH:17][CH:16]=[CH:15][C:14]=1[N:19]1[C:27]2[C:22](=[CH:23][CH:24]=[CH:25][CH:26]=2)[C:21]([CH3:29])([CH3:28])[CH2:20]1)=[S:11])(=O)C1C=CC=CC=1.[OH-].[Na+]>CO>[CH3:28][C:21]1([CH3:29])[C:22]2[C:27](=[CH:26][CH:25]=[CH:24][CH:23]=2)[N:19]([C:14]2[CH:15]=[CH:16][CH:17]=[CH:18][C:13]=2[NH:12][C:10]([NH2:9])=[S:11])[CH2:20]1 |f:1.2|. Reported procedure: To a solution of 2f (60 mg, 0.149 mmol) in MeOH was added 1N NaOH (0.2 mL, 0.2 mmol). The reaction mixture was stirred at 50° C. for 2 h. The solvent was evaporated under reduced pressure and co-evaporated with toluene to afford 2 g (35 mg, 80%). MS (ES) m/z 298 [M+H]30 . Product: CC1(CN(C2=CC=CC=C12)C1=C(C=CC=C1)NC(=S)N)C (1-(2-(3,3-dimethylindolin-1-yl)phenyl)thiourea). Conditions: temperature 50 celsius, time 2 hour. The reactants are C(C1=CC=CC=C1)(=O)NC(=S)NC1=C(C=CC=C1)N1CC(C2=CC=CC=C12)(C)C (1-benzoyl-3-(2-(3,3-dimethylindolin-1-yl)phenyl)thiourea), [OH-].[Na+] (NaOH). The solvent is CO (MeOH). Starting materials: CS(C)=O, [Cu]I, O=c1ccccn1-c1ccc(I)cc1, [K+], [K+], O=C([O-])[O-], Oc1cccc2cccnc12, Cn1cc(Cl)cc1C(=O)NCc1c[nH]cn1. The product is Cn1cc(Cl)cc1C(=O)NCc1cn(-c2ccc(-n3ccccc3=O)cc2)cn1. Reaction SMILES: [CH3:48][S:49]([CH3:50])=[O:51].[Cu:52][I:53].[I:17][c:18]1[cH:19][cH:20][c:21](-[n:24]2[c:25](=[O:30])[cH:26][cH:27][cH:28][cH:29]2)[cH:22][cH:23]1.[K+:42].[K+:43].[O-:44][C:45]([O-:46])=[O:47].[OH:31][c:32]1[cH:33][cH:34][cH:35][c:36]2[c:37]1[n:38][cH:39][cH:40][cH:41]2.[nH:1]1[cH:2][n:3][c:4]([CH2:6][NH:7][C:8](=[O:9])[c:10]2[n:11]([CH3:16])[cH:12][c:13]([Cl:15])[cH:14]2)[cH:5]1>>[n:1]1(-[c:18]2[cH:19][cH:20][c:21](-[n:24]3[c:25](=[O:30])[cH:26][cH:27][cH:28][cH:29]3)[cH:22][cH:23]2)[cH:2][n:3][c:4]([CH2:6][NH:7][C:8](=[O:9])[c:10]2[n:11]([CH3:16])[cH:12][c:13]([Cl:15])[cH:14]2)[cH:5]1.